From a dataset of the Open Reaction Database (ORD), a public repository of structured organic reaction records. describe an organic reaction: reactants, conditions, products, and yield Reactants: [H-].[Na+] (sodium hydride), COCC(N)=NO (2-methoxyacetamidoxime), [N+](=O)([O-])C=1C=C(CN2C3=CC=CC=C3C=3C=C(N=CC23)C(=O)OC)C=C(C1)[N+](=O)[O-] (methyl 9-(3,5-dinitrobenzyl)-9H-β-carboline-3-carboxylate). Run in O1CCCC1 (tetrahydrofuran), O1CCCC1 (tetrahydrofuran). The product is [N+](=O)([O-])C=1C=C(CN2C3=CC=CC=C3C=3C=C(N=CC23)C2=NC(=NO2)COC)C=C(C1)[N+](=O)[O-] (9-(3,5-dinitrobenzyl)-3-[3-(methoxymethyl)-1,2,4-oxadiazol-5-yl]-9H-β-carboline). Procedure details: A suspension of 2-methoxyacetamidoxime (260 mg, 2.5 mmol) and 4 Å molecular sieves (1 g) in anhydrous tetrahydrofuran (15 mL) was stirred at room temperature for 0.5 hours, then treated with sodium hydride (2.75 mmol, 110 mg of 60% mineral oil suspension). The mixture was heated at reflux for 1 hour. After cooling to room temperature, a suspension of methyl 9-(3,5-dinitrobenzyl)-9H-β-carboline-3-carboxylate (205 mg, 0.5 mmol) in anhydrous tetrahydrofuran (10 mL) was added. The resulting mixture ... As a reaction SMILES: [CH3:1][O:2][CH2:3][C:4](=[N:6][OH:7])[NH2:5].[H-].[Na+].[N+:10]([C:13]1[CH:14]=[C:15]([CH:34]=[C:35]([N+:37]([O-:39])=[O:38])[CH:36]=1)[CH2:16][N:17]1[C:29]2[CH:28]=[N:27][C:26]([C:30](OC)=O)=[CH:25][C:24]=2[C:23]2[C:18]1=[CH:19][CH:20]=[CH:21][CH:22]=2)([O-:12])=[O:11]>O1CCCC1>[N+:10]([C:13]1[CH:14]=[C:15]([CH:34]=[C:35]([N+:37]([O-:39])=[O:38])[CH:36]=1)[CH2:16][N:17]1[C:29]2[CH:28]=[N:27][C:26]([C:30]3[O:7][N:6]=[C:4]([CH2:3][O:2][CH3:1])[N:5]=3)=[CH:25][C:24]=2[C:23]2[C:18]1=[CH:19][CH:20]=[CH:21][CH:22]=2)([O-:12])=[O:11] |f:1.2|. Yield: 37.4%. Reaction conditions: time 0.5 hour. Reactants: C, CC(=O)NC(C)CCc1ccc(Oc2ccc(OCc3ccccc3)cn2)cc1, CCO, [H][H], [Pd]. Product: CC(=O)NC(C)CCc1ccc(Oc2ccc(O)cn2)cc1. As a reaction SMILES: [C:35].[CH2:1]([c:2]1[cH:3][cH:4][cH:5][cH:6][cH:7]1)[O:8][c:9]1[cH:10][cH:11][c:12]([O:15][c:16]2[cH:17][cH:18][c:19]([CH2:22][CH2:23][CH:24]([CH3:25])[NH:26][C:27]([CH3:28])=[O:29])[cH:20][cH:21]2)[n:13][cH:14]1.[CH3:32][CH2:33][OH:34].[H:30][H:31].[Pd:36]>>[OH:8][c:9]1[cH:10][cH:11][c:12]([O:15][c:16]2[cH:17][cH:18][c:19]([CH2:22][CH2:23][CH:24]([CH3:25])[NH:26][C:27]([CH3:28])=[O:29])[cH:20][cH:21]2)[n:13][cH:14]1.